From a dataset of the Open Reaction Database (ORD), a public repository of structured organic reaction records. describe an organic reaction: reactants, conditions, products, and yield Reactants: BrC1=CC(=C(C(=C1)C)C(=O)N1CCC(CC1)N1CCCC1)C ((4-bromo-2,6-dimethyl-phenyl)-(4-pyrrolidin-1-yl-piperidin-1-yl)-methanone), acid chloride, N1CCC(CC1)N1[C@@H](CCC1)COC(C1=CC=CC=C1)=O (benzoic acid (S)-1-piperidin-4-yl-pyrrolidin-2-ylmethyl ester), N1CCC(CC1)N1[C@@H](CCC1)COC(C1=CC=CC=C1)=O (benzoic acid (S)-1-piperidin-4-yl-pyrrolidin-2-ylmethyl ester), BrC1=CC(=C(C(=C1)C)C(=O)N1CCC(CC1)N1[C@@H](CCC1)CO)C ((4-bromo-2,6-dimethyl-phenyl)-[4-((S)-2-hydroxymethyl-pyrrolidin-1-yl)-piperidin-1-yl]-methanone), FC(C=1C=C(C=C(C1)C(F)(F)F)C1=NC(=C(C(=N1)C)C(=O)N1CCC(CC1)N1CCCC1)C)(F)F ([2-(3,5-Bis-trifluoromethyl-phenyl)-4,6-dimethyl-pyrimidin-5-yl]-(4-pyrrolidin-1-yl-piperidin-1-yl)-methanone). Yields the product FC(C=1C=C(C=C(C1)C(F)(F)F)C1=NC(=C(C(=N1)C)C(=O)N1CCC(CC1)N1[C@@H](CCC1)COC(C1=CC=CC=C1)=O)C)(F)F (benzoic acid (S)-1-{1-[2-(3,5-bis-trifluoromethyl-phenyl)-4,6-dimethyl-pyrimidine-5-carbonyl]-piperidin-4-yl}-pyrrolidin-2-ylmethyl ester). As a reaction SMILES: BrC1C=C(C)C(C(N2CCC(N3CCCC3)CC2)=O)=C(C)C=1.BrC1C=C(C)C(C(N2CCC(N3CCC[C@H]3CO)CC2)=O)=C(C)C=1.[F:47][C:48]([F:81])([F:80])[C:49]1[CH:50]=[C:51]([C:59]2[N:64]=[C:63]([CH3:65])[C:62]([C:66]([N:68]3[CH2:73][CH2:72][CH:71]([N:74]4[CH2:78][CH2:77][CH2:76][CH2:75]4)[CH2:70][CH2:69]3)=[O:67])=[C:61]([CH3:79])[N:60]=2)[CH:52]=[C:53]([C:55]([F:58])([F:57])[F:56])[CH:54]=1.N1CCC(N2CCC[C@H]2[CH2:93][O:94][C:95](=[O:102])[C:96]2[CH:101]=[CH:100][CH:99]=[CH:98][CH:97]=2)CC1>>[F:58][C:55]([F:56])([F:57])[C:53]1[CH:52]=[C:51]([C:59]2[N:64]=[C:63]([CH3:65])[C:62]([C:66]([N:68]3[CH2:69][CH2:70][CH:71]([N:74]4[CH2:78][CH2:77][CH2:76][C@H:75]4[CH2:93][O:94][C:95](=[O:102])[C:96]4[CH:101]=[CH:100][CH:99]=[CH:98][CH:97]=4)[CH2:72][CH2:73]3)=[O:67])=[C:61]([CH3:79])[N:60]=2)[CH:50]=[C:49]([C:48]([F:47])([F:80])[F:81])[CH:54]=1. Procedure details: In analogy to the procedures described for intermediate 1 and for intermediate 4 B), 2-(3,5-bis-trifluoromethyl-phenyl)-4,6-dimethyl-pyrimidine-5-carboxylic acid (example 15) was converted into its acid chloride and subsequently reacted with benzoic acid (S)-1-piperidin-4-yl-pyrrolidin-2-ylmethyl ester (intermediate 3) to give benzoic acid (S)-1-{1-[2-(3,5-bis-trifluoromethyl-phenyl)-4,6-dimethyl-pyrimidine-5-carbonyl]-piperidin-4-yl}-pyrrolidin-2-ylmethyl ester, which was subsequently saponifie...